describe an organic reaction: reactants, conditions, products, and yield From a dataset of the Open Reaction Database (ORD), a public repository of structured organic reaction records. Starting materials: C(C1=CC=CC=C1)OC=1C(=NC(=NC1C)N)CCCCCCCCCCOCOC (5-(benzyloxy)-4-(10-(methoxymethoxy)decyl)-6-methylpyrimidin-2-amine). Reagents/catalysts: [OH-].[OH-].[Pd+2] (palladium hydroxide on carbon), Cl (HCl). The solvent is CO (methanol). Yields the product NC1=NC(=C(C(=N1)CCCCCCCCCCO)O)C (2-amino-4-(10-hydroxydecyl)-6-methylpyrimidin-5-ol). As a reaction SMILES: C([O:8][C:9]1[C:10]([CH2:17][CH2:18][CH2:19][CH2:20][CH2:21][CH2:22][CH2:23][CH2:24][CH2:25][CH2:26][O:27]COC)=[N:11][C:12]([NH2:16])=[N:13][C:14]=1[CH3:15])C1C=CC=CC=1>CO.Cl.[OH-].[OH-].[Pd+2]>[NH2:16][C:12]1[N:11]=[C:10]([CH2:17][CH2:18][CH2:19][CH2:20][CH2:21][CH2:22][CH2:23][CH2:24][CH2:25][CH2:26][OH:27])[C:9]([OH:8])=[C:14]([CH3:15])[N:13]=1 |f:3.4.5|. Procedure details: To a stirred solution containing 133 mg (0.48 mmol) of 5-(benzyloxy)-4-(10-(methoxymethoxy)decyl)-6-methylpyrimidin-2-amine in 10 mL of methanol were added two drops of concentrated HCl and the mixture was stirred at reflux for 16 h. To the mixture were added 10 mg of 20% palladium hydroxide on carbon (Degussa type E101 NE/N). The reaction mixture was stirred at 23° C. under hydrogen atmosphere for 15 min. The reaction mixture was filtered through celite and the filtrated was concentrated under ... Reactants: CCO, CC(C)(Cc1c[nH]c2ccc(Cl)cc12)[N+](=O)[O-], NN, O. The product is CC(C)(N)Cc1c[nH]c2ccc(Cl)cc12. As a reaction SMILES: [CH3:21][CH2:22][OH:23].[Cl:1][c:2]1[cH:3][c:4]2[c:5]([CH2:11][C:12]([N+:13]([O-:14])=[O:15])([CH3:16])[CH3:17])[cH:6][nH:7][c:8]2[cH:9][cH:10]1.[NH2:19][NH2:20].[OH2:18]>>[Cl:1][c:2]1[cH:3][c:4]2[c:5]([CH2:11][C:12]([NH2:13])([CH3:16])[CH3:17])[cH:6][nH:7][c:8]2[cH:9][cH:10]1. Starting materials: C(C(C)(C)C)C(=O)Cl (neopentylcarbonyl chloride), C1(=CC=CC=C1)[C@@H]1[C@H](C(N1)=O)O[Si](CC)(CC)CC ((3R,4R)-4-phenyl-3-triethylsilyloxy-azetidin-2-one). Yields the product C(C(C)(C)C)C(=O)N1C([C@@H]([C@H]1C1=CC=CC=C1)O[Si](CC)(CC)CC)=O ((3R,4R)-1-Neopentylcarbonyl-4-phenyl-3-triethylsilyloxy-azetidin-2-one). RXN SMILES: [CH2:1]([C:6](Cl)=[O:7])[C:2]([CH3:5])([CH3:4])[CH3:3].[C:9]1([C@H:15]2[NH:18][C:17](=[O:19])[C@@H:16]2[O:20][Si:21]([CH2:26][CH3:27])([CH2:24][CH3:25])[CH2:22][CH3:23])[CH:14]=[CH:13][CH:12]=[CH:11][CH:10]=1>>[CH2:1]([C:6]([N:18]1[C@H:15]([C:9]2[CH:14]=[CH:13][CH:12]=[CH:11][CH:10]=2)[C@@H:16]([O:20][Si:21]([CH2:26][CH3:27])([CH2:24][CH3:25])[CH2:22][CH3:23])[C:17]1=[O:19])=[O:7])[C:2]([CH3:5])([CH3:4])[CH3:3]. Procedure details: By following the above procedure and using neopentylcarbonyl chloride, and (3R,4R)-4-phenyl-3-triethylsilyloxy-azetidin-2-one were converted to the title product: 1H NMR (CDCl3) δ 0.19-0.62 (m, 15H), 0.88 (s, 3H), 2.43 (d, 1H, J=13.8 Hz), 2.62 (d, 1H, J=14.1 Hz), 4.90 (d, 1H, J=5.7 Hz), 4.95 (d, 1H, J=6.0 Hz), 7.05-7.17 (m, 5H). Starting materials: ClCCCCCBr, Cc1c[nH]c(=O)[nH]c1=O, ClCCl, [K+], [K+], O=C([O-])[O-], CN(C)C=O. Yields the product Cc1cn(CCCCCCl)c(=O)[nH]c1=O. RXN SMILES: [Br:16][CH2:17][CH2:18][CH2:19][CH2:20][CH2:21][Cl:22].[CH3:1][c:2]1[c:3](=[O:9])[nH:4][c:5](=[O:8])[nH:6][cH:7]1.[Cl:23][CH2:24][Cl:25].[K+:10].[K+:11].[O-:12][C:13]([O-:14])=[O:15].[O:26]=[CH:27][N:28]([CH3:29])[CH3:30]>>[CH3:1][c:2]1[c:3](=[O:9])[nH:4][c:5](=[O:8])[n:6]([CH2:17][CH2:18][CH2:19][CH2:20][CH2:21][Cl:22])[cH:7]1.